Task: describe an organic reaction: reactants, conditions, products, and yield. Dataset: the Open Reaction Database (ORD), a public repository of structured organic reaction records Starting materials: C1=CC=CC=2NC3=C4C=CC=CC4=NC3=C(C12)C(=O)OC (methyl quindoline-11-carboxylate), CI (methyl iodide). Yields the product I.C[NH+]1C=2C=CC=CC2C(=C2N=C3C=CC=CC3=C12)C(=O)OC (5-Methyl-11-(methoxycarbonyl)quindolinium Hydroiodide). Isolated yield 24.7%. Reaction SMILES: [CH:1]1[C:17]2[C:16]([C:18]([O:20][CH3:21])=[O:19])=[C:15]3[C:7](=[C:8]4[C:13](=[N:14]3)[CH:12]=[CH:11][CH:10]=[CH:9]4)[NH:6][C:5]=2[CH:4]=[CH:3][CH:2]=1.[CH3:22][I:23]>>[IH:23].[CH3:22][NH+:6]1[C:7]2[C:15]([N:14]=[C:13]3[C:8]=2[CH:9]=[CH:10][CH:11]=[CH:12]3)=[C:16]([C:18]([O:20][CH3:21])=[O:19])[C:17]2[CH:1]=[CH:2][CH:3]=[CH:4][C:5]1=2 |f:2.3|. Reported procedure: A solution of methyl quindoline-11-carboxylate (0.16 g, 0.58 mmol) from Example 15 in methyl iodide (3 mL, 30.2 mmol) was stirred at rt for 48 hours. The excess of CH3I was removed in vacuo and the residue was washed thoroughly with diethyl ether to afford the 0.06 g (25.0%) of the title compound as a red solid, mp 246.5-247.0° C.; 1H NMR (DMSO-d6) δ 12.70 (s, 1H, NH), 8.92-8.80 (m, 3H), 8.22 (t, J=8.0, 1H), 8.09-7.95 (m, 2H), 7.94 (d, J=8.0, 1H), 7.58 (t, J=7.6, 1H); 13C NMR (DMSO-d6) δ 164.01,...